This data is from the Open Reaction Database (ORD), a public repository of structured organic reaction records. The task is: describe an organic reaction: reactants, conditions, products, and yield The reactants are BrBr (bromine), C(C)(C)(C)OC(C1=CC=C(C=C1)CNS(=O)(=O)C1=C(C=CC=C1)N)=O (4-[(2-Amino-benzenesulfonylamino)-methyl]-benzoic acid tert-butyl ester). Run in C(C)(=O)O (acetic acid), C(C)(=O)O (acetic acid). The product is ethyl acetate hexanes, C(C)(C)(C)OC(C1=CC=C(C=C1)CNS(=O)(=O)C1=C(C=CC(=C1)Br)N)=O (4-[(2-Amino-5-bromo-benzenesulfonylamino)-methyl]-benzoic acid tert-butyl ester). Yield: 38.7%. RXN SMILES: [C:1]([O:5][C:6](=[O:25])[C:7]1[CH:12]=[CH:11][C:10]([CH2:13][NH:14][S:15]([C:18]2[CH:23]=[CH:22][CH:21]=[CH:20][C:19]=2[NH2:24])(=[O:17])=[O:16])=[CH:9][CH:8]=1)([CH3:4])([CH3:3])[CH3:2].[Br:26]Br>C(O)(=O)C>[C:1]([O:5][C:6](=[O:25])[C:7]1[CH:8]=[CH:9][C:10]([CH2:13][NH:14][S:15]([C:18]2[CH:23]=[C:22]([Br:26])[CH:21]=[CH:20][C:19]=2[NH2:24])(=[O:17])=[O:16])=[CH:11][CH:12]=1)([CH3:4])([CH3:2])[CH3:3]. Reported procedure: 4-[(2-Amino-benzenesulfonylamino)-methyl]-benzoic acid tert-butyl ester (12.16 g, 33.5 mmol) was dissolved in 150 mL of acetic acid at 10° C. A solution of bromine (2.06 mL, 40.2 mmol) in 50 mL acetic acid was added dropwise. After complete addition, a thick yellow precipitate was observed. The reaction was filtered, and the solid washed with water. Chromatography of the solid (20% ethyl acetate/hexanes, SiO2) gave 5.72 g (39%) of 4-[(2-Amino-5-bromo-benzenesulfonylamino)-methyl]-benzoic acid te... Product: CCc1cc(=O)c2cc(CC(=O)O)ccc2o1. RXN SMILES: [CH2:1]([CH3:2])[c:3]1[o:4][c:5]2[c:6]([c:7](=[O:9])[cH:8]1)[cH:10][c:11]([CH2:14][CH2:15][OH:16])[cH:12][cH:13]2.[CH3:18][C:19](=[O:20])[CH3:21].[OH2:17]>>[CH2:1]([CH3:2])[c:3]1[o:4][c:5]2[c:6]([c:7](=[O:9])[cH:8]1)[cH:10][c:11]([CH2:14][C:15](=[O:16])[OH:17])[cH:12][cH:13]2. The reactants are CCc1cc(=O)c2cc(CCO)ccc2o1, CC(C)=O, O. Starting materials: BrCc1ccccc1, CCCC[N+](CCCC)(CCCC)CCCC, C1CCOC1, [H-], [I-], [Na+], O=C(NCCNC(c1ccccc1)(c1ccccc1)c1ccccc1)C(CCO)NC(c1ccccc1)(c1ccccc1)c1ccccc1. Product: O=C(NCCNC(c1ccccc1)(c1ccccc1)c1ccccc1)C(CCOCc1ccccc1)NC(c1ccccc1)(c1ccccc1)c1ccccc1. As a reaction SMILES: [CH2:52]([c:53]1[cH:54][cH:55][cH:56][cH:57][cH:58]1)[Br:59].[CH2:61]([N+:62]([CH2:63][CH2:64][CH2:65][CH3:66])([CH2:67][CH2:68][CH2:69][CH3:70])[CH2:71][CH2:72][CH2:73][CH3:74])[CH2:75][CH2:76][CH3:77].[CH2:78]1[O:79][CH2:80][CH2:81][CH2:82]1.[H-:50].[I-:60].[Na+:51].[OH:1][CH2:2][CH2:3][CH:4]([NH:5][C:6]([c:7]1[cH:8][cH:9][cH:10][cH:11][cH:12]1)([c:13]1[cH:14][cH:15][cH:16][cH:17][cH:18]1)[c:19]1[cH:20][cH:21][cH:22][cH:23][cH:24]1)[C:25]([NH:26][CH2:27][CH2:28][NH:29][C:30]([c:31]1[cH:32][cH:33][cH:34][cH:35][cH:36]1)([c:37]1[cH:38][cH:39][cH:40][cH:41][cH:42]1)[c:43]1[cH:44][cH:45][cH:46][cH:47][cH:48]1)=[O:49]>>[O:1]([CH2:2][CH2:3][CH:4]([NH:5][C:6]([c:7]1[cH:8][cH:9][cH:10][cH:11][cH:12]1)([c:13]1[cH:14][cH:15][cH:16][cH:17][cH:18]1)[c:19]1[cH:20][cH:21][cH:22][cH:23][cH:24]1)[C:25]([NH:26][CH2:27][CH2:28][NH:29][C:30]([c:31]1[cH:32][cH:33][cH:34][cH:35][cH:36]1)([c:37]1[cH:38][cH:39][cH:40][cH:41][cH:42]1)[c:43]1[cH:44][cH:45][cH:46][cH:47][cH:48]1)=[O:49])[CH2:52][c:53]1[cH:54][cH:55][cH:56][cH:57][cH:58]1. Run at time 30 minute. Procedure details: Diethyl azodicarboxylate (244 mg, 1.4 mmol) was added to a suspension of 4-(2-fluoro-5-methoxycarbonyloxy-4-methylanilino)-7-hydroxy-6-methoxyquinazoline hydrochloride (261 mg, 0.7 mmol), (prepared as described for the starting material in Example 22), triphenylphosphine (367 mg, 1.4 mmol) and 2-(4-pyridyl)ethanol (104 mg, 0.84 mmol), (Zhur. Obshchei. Khim. 1958, 28, 103-110), in methylene chloride and the mixture stirred for 30 minutes at ambient temperature. The solvent was removed by evaporat... Reaction SMILES: N(C(OCC)=O)=NC(OCC)=O.Cl.[F:14][C:15]1[CH:34]=[C:33]([CH3:35])[C:32]([O:36][C:37]([O:39][CH3:40])=[O:38])=[CH:31][C:16]=1[NH:17][C:18]1[C:27]2[C:22](=[CH:23][C:24]([OH:30])=[C:25]([O:28][CH3:29])[CH:26]=2)[N:21]=[CH:20][N:19]=1.C1(P(C2C=CC=CC=2)C2C=CC=CC=2)C=CC=CC=1.[N:60]1[CH:65]=[CH:64][C:63]([CH2:66][CH2:67]O)=[CH:62][CH:61]=1>C(Cl)Cl>[F:14][C:15]1[CH:34]=[C:33]([CH3:35])[C:32]([O:36][C:37]([O:39][CH3:40])=[O:38])=[CH:31][C:16]=1[NH:17][C:18]1[C:27]2[C:22](=[CH:23][C:24]([O:30][CH2:67][CH2:66][C:63]3[CH:64]=[CH:65][N:60]=[CH:61][CH:62]=3)=[C:25]([O:28][CH3:29])[CH:26]=2)[N:21]=[CH:20][N:19]=1 |f:1.2|. Reactants: N1=CC=C(C=C1)CCO (2-(4-pyridyl)ethanol), N(=NC(=O)OCC)C(=O)OCC (Diethyl azodicarboxylate), Cl.FC1=C(NC2=NC=NC3=CC(=C(C=C23)OC)O)C=C(C(=C1)C)OC(=O)OC (4-(2-fluoro-5-methoxycarbonyloxy-4-methylanilino)-7-hydroxy-6-methoxyquinazoline hydrochloride), C1(=CC=CC=C1)P(C1=CC=CC=C1)C1=CC=CC=C1 (triphenylphosphine). The solvent is C(Cl)Cl (methylene chloride). The product is FC1=C(NC2=NC=NC3=CC(=C(C=C23)OC)OCCC2=CC=NC=C2)C=C(C(=C1)C)OC(=O)OC (4-(2-fluoro-5-methoxycarbonyloxy-4-methylanilino)-6-methoxy-7-(2-(4-pyridyl)ethoxy)quinazoline). Isolated yield 89.6%. The reactants are CC(=O)c1cc(Br)cc(Cl)c1O, NN, [Na+], [OH-], O, OCCOCCOCCO. Yields the product CCc1cc(Br)cc(Cl)c1O. As a reaction SMILES: [Br:6][c:7]1[cH:8][c:9]([Cl:17])[c:10]([OH:16])[c:11]([C:13]([CH3:14])=[O:15])[cH:12]1.[NH2:4][NH2:5].[Na+:2].[OH-:1].[OH2:3].[OH:18][CH2:19][CH2:20][O:21][CH2:22][CH2:23][O:24][CH2:25][CH2:26][OH:27]>>[Br:6][c:7]1[cH:8][c:9]([Cl:17])[c:10]([OH:16])[c:11]([CH2:13][CH3:14])[cH:12]1. Reactants: [OH-].[Na+] (sodium hydroxide), C(C)OC(CCNC(CCCCNC(=O)OC(C)(C)C)=O)=O (N-[5-(1-t-butoxyformamido)valeryl]-β-alanine ethyl ester), Cl (hydrochloric acid). Solvent: CO (methanol). The product is C(C)(C)(C)OC(=O)NCCCCC(=O)NCCC(=O)O (N-[5-(1-t-butoxyformamido)valeryl]-β-alanine). The yield is 87.0%. As a reaction SMILES: C([O:3][C:4](=[O:22])[CH2:5][CH2:6][NH:7][C:8](=[O:21])[CH2:9][CH2:10][CH2:11][CH2:12][NH:13][C:14]([O:16][C:17]([CH3:20])([CH3:19])[CH3:18])=[O:15])C.[OH-].[Na+].Cl>CO>[C:17]([O:16][C:14]([NH:13][CH2:12][CH2:11][CH2:10][CH2:9][C:8]([NH:7][CH2:6][CH2:5][C:4]([OH:22])=[O:3])=[O:21])=[O:15])([CH3:20])([CH3:18])[CH3:19] |f:1.2|. Procedure details: 3.94 g of this ester were dissolved in 20 ml of methanol and, while stirring at 0°, 1 mol equivalent and after 30 minutes a further 0.2 mol equivalents of 1N sodium hydroxide solution were added. The mixture was then stirred at room temperature for one hour, 1.2 mol equivalents of 1N hydrochloric acid (PH 4) were added portionwise, the solvent was evaporated under reduced pressure and the aqueous phase was extracted several times with methylene chloride. Drying and evaporation of the extracts yi...